From a dataset of the Open Reaction Database (ORD), a public repository of structured organic reaction records. describe an organic reaction: reactants, conditions, products, and yield Starting materials: CCOC(=O)c1cnn(-c2ccc(F)cc2)c1O, CC(C)COc1ccc(N)cc1C#N, c1ccncc1. Yields the product CC(C)COc1ccc(NC(=O)c2cnn(-c3ccc(F)cc3)c2O)cc1C#N. As a reaction SMILES: [F:1][c:2]1[cH:3][cH:4][c:5](-[n:8]2[n:9][cH:10][c:11]([C:14]([O:16][CH2:15][CH3:17])=[O:18])[c:12]2[OH:13])[cH:6][cH:7]1.[NH2:19][c:20]1[cH:21][cH:22][c:23]([O:28][CH2:29][CH:30]([CH3:31])[CH3:32])[c:24]([C:25]#[N:26])[cH:27]1.[cH:33]1[cH:34][cH:35][n:36][cH:37][cH:38]1>>[F:1][c:2]1[cH:3][cH:4][c:5](-[n:8]2[n:9][cH:10][c:11]([C:14](=[O:16])[NH:19][c:20]3[cH:21][cH:22][c:23]([O:28][CH2:29][CH:30]([CH3:31])[CH3:32])[c:24]([C:25]#[N:26])[cH:27]3)[c:12]2[OH:13])[cH:6][cH:7]1.